Dataset: the Open Reaction Database (ORD), a public repository of structured organic reaction records. Task: describe an organic reaction: reactants, conditions, products, and yield Starting materials: Cl (hydrochloric acid), C1(CC1)CO (cyclopropylmethanol), ClC=1C=C(C=CC1F)NC1=NC=NC2=CC(=C(C=C12)[N+](=O)[O-])F (4-[(3-chloro-4-fluorophenyl)amino]-7-fluoro-6-nitroquinazoline), CC(C)([O-])C.[K+] (potassium tert-butoxide). Solvent: O (water), CN(C=O)C (N,N-dimethylformamide). Run at temperature 10 celsius, time 30 minute. Product: ClC=1C=C(C=CC1F)NC1=NC=NC2=CC(=C(C=C12)[N+](=O)[O-])OCC1CC1 (4-[(3-chloro-4-fluorophenyl)amino]-7-cyclopropylmethoxy-6-nitroquinazoline). RXN SMILES: [CH:1]1([CH2:4][OH:5])[CH2:3][CH2:2]1.CC(C)([O-])C.[K+].[Cl:12][C:13]1[CH:14]=[C:15]([NH:20][C:21]2[C:30]3[C:25](=[CH:26][C:27](F)=[C:28]([N+:31]([O-:33])=[O:32])[CH:29]=3)[N:24]=[CH:23][N:22]=2)[CH:16]=[CH:17][C:18]=1[F:19].Cl>CN(C)C=O.O>[Cl:12][C:13]1[CH:14]=[C:15]([NH:20][C:21]2[C:30]3[C:25](=[CH:26][C:27]([O:5][CH2:4][CH:1]4[CH2:3][CH2:2]4)=[C:28]([N+:31]([O-:33])=[O:32])[CH:29]=3)[N:24]=[CH:23][N:22]=2)[CH:16]=[CH:17][C:18]=1[F:19] |f:1.2|. Procedure: 29.36 g of cyclopropylmethanol are dissolved in 310 ml of N,N-dimethylformamide and cooled to about 10° C. in an ice bath. Then 41.58 g potassium tert-butoxide is added in batches, while the temperature should stay below 15° C. The reaction mixture is then stirred for another 30 minutes at 10° C., then 31.19 g of 4-[(3-chloro-4-fluorophenyl)amino]-7-fluoro-6-nitroquinazoline is added in batches, while again the temperature should not exceed 15° C. The dark red reaction mixture is stirred for ano... The reactants are P(=O)(Cl)(Cl)Cl (Phosphorus oxychloride), ice, C1(=CC=CC=C1)N1C=CC=C1 (1-phenylpyrrole), C(CCl)Cl (ethylene dichloride). Run at time 15 minute. Yields the product C1(=CC=CC=C1)N1C(=CC=C1)C=O (1-phenylpyrrole-2-carbaldehyde). The yield is 59.0%. Reaction SMILES: P(Cl)(Cl)(Cl)=[O:2].[C:6]1([N:12]2C=[CH:15][CH:14]=[CH:13]2)[CH:11]=[CH:10][CH:9]=[CH:8][CH:7]=1.[CH2:17](Cl)[CH2:18]Cl>>[C:6]1([N:12]2[CH:13]=[CH:14][CH:15]=[C:17]2[CH:18]=[O:2])[CH:11]=[CH:10][CH:9]=[CH:8][CH:7]=1. Procedure: Phosphorus oxychloride (0.7 mL, 7.68 mmol) was added slowly to ice-cold dimethylformamide (0.6 mL, 7.68 mmol). The mixture was warmed to room temperature and stirred for 15 min. A solution of 1-phenylpyrrole (1.0 g, 6.98 mmol) in ethylene dichloride (5 mL) was added and the reaction mixture heated at reflux for 1 h. The mixture was cooled to 10° C. and quenched into 10% sodium acetate solution (20 mL). The organic layer was separated and the aqueous phase was extracted with ether. The combined o... Reactants: S(=O)(=O)(C1=CC=C(C)C=C1)N1CC(CC1)OS(=O)(=O)C1=CC=C(C)C=C1 (1-tosyl-3-(R,S)-tosyloxypyrrolidine), C1(=CC=CC=C1)C(C#N)C1=CC=CC=C1 (Diphenylacetonitrile), [H-].[Na+] (sodium hydride), suspension. Run in C1(=CC=CC=C1)C (toluene), C1(=CC=CC=C1)C (toluene). Yields the product C(#N)C(C1=CC=CC=C1)(C1=CC=CC=C1)C1CN(CC1)S(=O)(=O)C1=CC=C(C)C=C1 (3-(R,S)-(1-cyano-1,1-diphenylmethyl)-1-tosylpyrrolidine). RXN SMILES: [C:1]1([CH:7]([C:10]2[CH:15]=[CH:14][CH:13]=[CH:12][CH:11]=2)[C:8]#[N:9])[CH:6]=[CH:5][CH:4]=[CH:3][CH:2]=1.[H-].[Na+].[S:18]([N:28]1[CH2:32][CH2:31][CH:30](OS(C2C=CC(C)=CC=2)(=O)=O)[CH2:29]1)([C:21]1[CH:27]=[CH:26][C:24]([CH3:25])=[CH:23][CH:22]=1)(=[O:20])=[O:19]>C1(C)C=CC=CC=1>[C:8]([C:7]([CH:31]1[CH2:30][CH2:29][N:28]([S:18]([C:21]2[CH:27]=[CH:26][C:24]([CH3:25])=[CH:23][CH:22]=2)(=[O:20])=[O:19])[CH2:32]1)([C:1]1[CH:2]=[CH:3][CH:4]=[CH:5][CH:6]=1)[C:10]1[CH:11]=[CH:12][CH:13]=[CH:14][CH:15]=1)#[N:9] |f:1.2|. Procedure: Diphenylacetonitrile (17.1 g) was added to a stirred suspension of sodium hydride (4 g of a 60% suspension in mineral oil) in anhydrous toluene (250 ml) and the mixture was heated under reflux for 2 hours. On cooling to room temperature, 1-tosyl-3-(R,S)-tosyloxypyrrolidine (28 g--see Preparation 5) was added in portions and the mixture heated under reflux for 3 hours. The mixture was diluted with toluene (150 ml), washed with 5% aqueous sodium hydroxide (2×100 ml) and brine (150 ml) then dried (... Reactants: C(C1=CC=CC=C1)N1C(=NC=C1)C(O)(C1=CC=CC=C1)C1=CC=CC=C1 ((1-benzyl-1H-imidazol-2-yl)(diphenyl)methanol), C(C)(=O)OC(C)=O (acetic anhydride). The solvent is N1=CC=CC=C1 (pyridine). Yields the product C(C)(=O)OC(C1=CC=CC=C1)(C1=CC=CC=C1)C=1N(C=CN1)CC1=CC=CC=C1 ((1-benzyl-1H-imidazol-2-yl)(diphenyl)methyl acetate). RXN SMILES: [CH2:1]([N:8]1[CH:12]=[CH:11][N:10]=[C:9]1[C:13]([C:21]1[CH:26]=[CH:25][CH:24]=[CH:23][CH:22]=1)([C:15]1[CH:20]=[CH:19][CH:18]=[CH:17][CH:16]=1)[OH:14])[C:2]1[CH:7]=[CH:6][CH:5]=[CH:4][CH:3]=1.[C:27](OC(=O)C)(=[O:29])[CH3:28]>N1C=CC=CC=1>[C:27]([O:14][C:13]([C:9]1[N:8]([CH2:1][C:2]2[CH:3]=[CH:4][CH:5]=[CH:6][CH:7]=2)[CH:12]=[CH:11][N:10]=1)([C:21]1[CH:26]=[CH:25][CH:24]=[CH:23][CH:22]=1)[C:15]1[CH:16]=[CH:17][CH:18]=[CH:19][CH:20]=1)(=[O:29])[CH3:28]. Reported procedure: A slurry of (1-benzyl-1H-imidazol-2-yl)(diphenyl)methanol (1-2, 16.0 g, 47.0 mmol, 1 equiv) in acetic anhydride (120 mL) and pyridine (130 mL) was heated at 60° C. for 18 h. The resulting orange slurry was concentrated to dryness. The residue was suspended in saturated aqueous sodium carbonate solution (300 mL) and the resulting precipitate was filtered and washed with water (2×100 mL) followed by ethyl ether (50 mL). The resulting solid was suspended in ethanol, collected by filtration and air ...